From a dataset of the Open Reaction Database (ORD), a public repository of structured organic reaction records. describe an organic reaction: reactants, conditions, products, and yield Reactants: ClC1=C2C(=NC(=N1)C)N(N=C2SC)C2=C(C=C(C=C2Cl)Cl)Cl (4-chloro-3-methylsulfanyl-6-methyl-1-(2,4,6-trichlorophenyl)-1H-pyrazolo[3,4-d]pyrimidine), CC1=CC=C(CNCCCO)C=C1 (3-(p-methylbenzyl)amino-1-propanol). The solvent is C(C)#N (acetonitrile). The product is CC1=CC=C(CN(CCCO)C2=C3C(=NC(=N2)C)N(N=C3SC)C3=C(C=C(C=C3Cl)Cl)Cl)C=C1 (3-{(4-methylbenzyl)-[6-methyl-3-methylsulfanyl-1-(2,4,6-trichlorophenyl)-1H-pyrazolo[3,4-d]pyrimidin-4-yl]-amino}-propanol). The yield is 88.7%. As a reaction SMILES: Cl[C:2]1[N:7]=[C:6]([CH3:8])[N:5]=[C:4]2[N:9]([C:14]3[C:19]([Cl:20])=[CH:18][C:17]([Cl:21])=[CH:16][C:15]=3[Cl:22])[N:10]=[C:11]([S:12][CH3:13])[C:3]=12.[CH3:23][C:24]1[CH:35]=[CH:34][C:27]([CH2:28][NH:29][CH2:30][CH2:31][CH2:32][OH:33])=[CH:26][CH:25]=1>C(#N)C>[CH3:23][C:24]1[CH:35]=[CH:34][C:27]([CH2:28][N:29]([C:2]2[N:7]=[C:6]([CH3:8])[N:5]=[C:4]3[N:9]([C:14]4[C:19]([Cl:20])=[CH:18][C:17]([Cl:21])=[CH:16][C:15]=4[Cl:22])[N:10]=[C:11]([S:12][CH3:13])[C:3]=23)[CH2:30][CH2:31][CH2:32][OH:33])=[CH:26][CH:25]=1. Reported procedure: A mixture of 4-chloro-3-methylsulfanyl-6-methyl-1-(2,4,6-trichlorophenyl)-1H-pyrazolo[3,4-d]pyrimidine (788 mg, 2 mmol) and 3-(p-methylbenzyl)amino-1-propanol (716 mg, 4 mmol) in 10 ml of acetonitrile was heated at reflux for 4 hours. The mixture was cooled, quenched with water and dilute hydrogen chloride and extracted with ethyl acetate. The organic layer was washed with aqueous sodium bicarbonate and brine, separated, dried and concentrated to give 953 mg of the title compound as an off-white... The reactants are O=[N+]([O-])c1ccc(Cl)c(Br)c1, CCOC(C)=O, [H][H]. The product is Nc1ccc(Cl)c(Br)c1. RXN SMILES: [Br:1][c:2]1[c:3]([Cl:11])[cH:4][cH:5][c:6]([N+:8]([O-:9])=[O:10])[cH:7]1.[CH3:14][CH2:15][O:16][C:17]([CH3:18])=[O:19].[H:12][H:13]>>[Br:1][c:2]1[c:3]([Cl:11])[cH:4][cH:5][c:6]([NH2:8])[cH:7]1. The reactants are N (ammonia), C(C1=CC=CC=C1)OC1=C2C=C(NC2=CC(=C1)C)C(=O)OCC (4-benzyloxy-2-ethoxycarbonyl-6-methyl indole). Solvent: CO (methanol). The product is C(C1=CC=CC=C1)OC1=C2C=C(NC2=CC(=C1)C)C(N)=O (4-benzyloxy-2-carbamoyl-6-methyl indole). The yield is 46.0%. RXN SMILES: [CH2:1]([O:8][C:9]1[CH:17]=[C:16]([CH3:18])[CH:15]=[C:14]2[C:10]=1[CH:11]=[C:12]([C:19]([O:21]CC)=O)[NH:13]2)[C:2]1[CH:7]=[CH:6][CH:5]=[CH:4][CH:3]=1.[NH3:24]>CO>[CH2:1]([O:8][C:9]1[CH:17]=[C:16]([CH3:18])[CH:15]=[C:14]2[C:10]=1[CH:11]=[C:12]([C:19](=[O:21])[NH2:24])[NH:13]2)[C:2]1[CH:7]=[CH:6][CH:5]=[CH:4][CH:3]=1. Procedure details: 20.0 g 4-benzyloxy-2-ethoxycarbonyl-6-methyl indole (see preparation of the primary products in connection with Example 1) are heated together with 200 ml each of methanol and liquid ammonia in the autoclave for 16 hours, to 100° C. The solution is evaporated and the residue is chromatographed on silica gel (fluxing agent: chloroform/methanol 98:2). There is obtained 8.5 g (~46% of theory) 4-benzyloxy-2-carbamoyl-6-methyl indole; m.p. 185°-187° C.